From a dataset of the Open Reaction Database (ORD), a public repository of structured organic reaction records. describe an organic reaction: reactants, conditions, products, and yield Yields the product COC(=O)Cc1ccccc1OCCCCOc1ccccc1. As a reaction SMILES: [C:13](=[O:14])([O-:15])[O-:16].[CH3:31][N:32]([CH3:33])[CH:34]=[O:35].[CH3:36][CH2:37][O:38][CH2:39][CH3:40].[K+:17].[K+:18].[O:19]([c:20]1[cH:21][cH:22][cH:23][cH:24][cH:25]1)[CH2:26][CH2:27][CH2:28][CH2:29][Br:30].[OH:1][c:2]1[c:3]([CH2:8][C:9](=[O:10])[O:11][CH3:12])[cH:4][cH:5][cH:6][cH:7]1>>[O:1]([c:2]1[c:3]([CH2:8][C:9](=[O:10])[O:11][CH3:12])[cH:4][cH:5][cH:6][cH:7]1)[CH2:29][CH2:28][CH2:27][CH2:26][O:19][c:20]1[cH:21][cH:22][cH:23][cH:24][cH:25]1. Reactants: O=C([O-])[O-], CN(C)C=O, CCOCC, [K+], [K+], BrCCCCOc1ccccc1, COC(=O)Cc1ccccc1O. Reactants: CC(C)=O, COC(=O)N=C=S, CO, CSc1ccc([N+](=O)[O-])c(N)c1. Product: COC(=O)NC(=S)Nc1cc(SC)ccc1[N+](=O)[O-]. Reaction SMILES: [CH3:13][C:14](=[O:15])[CH3:16].[CH3:17][O:18][C:19](=[O:20])[N:21]=[C:22]=[S:23].[CH3:24][OH:25].[NH2:1][c:2]1[c:3]([N+:10](=[O:11])[O-:12])[cH:4][cH:5][c:6]([S:8][CH3:9])[cH:7]1>>[NH:1]([c:2]1[c:3]([N+:10](=[O:11])[O-:12])[cH:4][cH:5][c:6]([S:8][CH3:9])[cH:7]1)[C:22]([NH:21][C:19]([O:18][CH3:17])=[O:20])=[S:23]. Reactants: CSC1=NCCCS1, [Cl-], [Cl-], O=C(C[N+](=O)[O-])c1ccccc1, [Zn+2]. Product: O=C(C(=C1NCCCS1)[N+](=O)[O-])c1ccccc1. As a reaction SMILES: [CH3:13][S:14][C:15]1=[N:20][CH2:19][CH2:18][CH2:17][S:16]1.[Cl-:21].[Cl-:23].[N+:1](=[O:2])([O-:3])[CH2:4][C:5](=[O:6])[c:7]1[cH:8][cH:9][cH:10][cH:11][cH:12]1.[Zn+2:22]>>[N+:1](=[O:2])([O-:3])[C:4]([C:5](=[O:6])[c:7]1[cH:8][cH:9][cH:10][cH:11][cH:12]1)=[C:15]1[S:16][CH2:17][CH2:18][CH2:19][NH:20]1. The reactants are CC(=CCOC1=CC=C(OCCO)C=C1)C (2-[4-(3-methyl-2-butenoxy)phenoxy]ethanol), [H-].[Na+] (sodium hydride), ClC1=NC=CC=C1 (2-chloropyridine). The solvent is C1CCOC1 (THF), CN(C)P(=O)(N(C)C)N(C)C (HMPA), C1CCOC1 (THF). Run at time 1 hour. The product is CC(=CCOC1=CC=C(OCCOC2=NC=CC=C2)C=C1)C (2-{2-[4-(3-methyl-2-butenoxy)phenoxy]ethoxy}pyridine). Reaction SMILES: [H-].[Na+].[CH3:3][C:4]([CH3:18])=[CH:5][CH2:6][O:7][C:8]1[CH:17]=[CH:16][C:11]([O:12][CH2:13][CH2:14][OH:15])=[CH:10][CH:9]=1.Cl[C:20]1[CH:25]=[CH:24][CH:23]=[CH:22][N:21]=1>C1COCC1.CN(P(N(C)C)(N(C)C)=O)C>[CH3:3][C:4]([CH3:18])=[CH:5][CH2:6][O:7][C:8]1[CH:17]=[CH:16][C:11]([O:12][CH2:13][CH2:14][O:15][C:20]2[CH:25]=[CH:24][CH:23]=[CH:22][N:21]=2)=[CH:10][CH:9]=1 |f:0.1|. Procedure details: To a mixture of sodium hydride (0.13 g) in 5 ml of THF and 5 ml of HMPA, cooled in an ice bath, is added, dropwise, 2-[4-(3-methyl-2-butenoxy)phenoxy]ethanol (1.00 g) in 5 ml of THF. The mixture is stirred at RT for 1 hour, after which 2-chloropyridine (0.61 g) is added and the mixture is stirred at 60° for 2 hours. The solvent is removed by rotoevaporation. The residue is taken up in ether, washed with water, dried and concentrated, and the remaining oil is purified by column chromatography to ... Reactants: CC(C)(C)OC(=O)N(CCCc1ccccc1)C1CCNCC1, CC(=O)O[BH-](OC(C)=O)OC(C)=O, O=C([O-])O, COc1ccc2c(C)cc(=O)n(CC=O)c2c1, CCOC(C)=O, CC(=O)O, ClCCl, [Na+], [Na+], O. Yields the product COc1ccc2c(C)cc(=O)n(CCN3CCC(N(CCCc4ccccc4)C(=O)OC(C)(C)C)CC3)c2c1. As a reaction SMILES: [C:18]([CH3:19])([CH3:20])([CH3:21])[O:22][C:23]([N:24]([CH:25]1[CH2:26][CH2:27][NH:28][CH2:29][CH2:30]1)[CH2:31][CH2:32][CH2:33][c:34]1[cH:35][cH:36][cH:37][cH:38][cH:39]1)=[O:40].[C:41]([O:42][BH-:43]([O:44][C:45](=[O:46])[CH3:47])[O:48][C:49](=[O:50])[CH3:51])(=[O:52])[CH3:53].[C:55](=[O:56])([O-:57])[OH:58].[CH3:1][O:2][c:3]1[cH:4][cH:5][c:6]2[c:7]([CH3:17])[cH:8][c:9](=[O:16])[n:10]([CH2:13][CH:14]=[O:15])[c:11]2[cH:12]1.[CH3:60][CH2:61][O:62][C:63](=[O:64])[CH3:65].[CH3:67][C:68](=[O:69])[OH:70].[Cl:71][CH2:72][Cl:73].[Na+:54].[Na+:59].[OH2:66]>>[CH3:1][O:2][c:3]1[cH:4][cH:5][c:6]2[c:7]([CH3:17])[cH:8][c:9](=[O:16])[n:10]([CH2:13][CH2:14][N:28]3[CH2:27][CH2:26][CH:25]([N:24]([C:23]([O:22][C:18]([CH3:19])([CH3:20])[CH3:21])=[O:40])[CH2:31][CH2:32][CH2:33][c:34]4[cH:35][cH:36][cH:37][cH:38][cH:39]4)[CH2:30][CH2:29]3)[c:11]2[cH:12]1. The reactants are Cl.COC([C@@H](N)CC1=CC=CC=C1)=O (phenylalanine methyl ester hydrochloride), C(=O)(Cl)Cl (phosgene), C1(=CC=CC=C1)C (toluene), N1CCOCC1 (morpholine), CCN(C(C)C)C(C)C (Hunig base). Run in C(Cl)Cl (methylene chloride). Reaction conditions: time 3 hour. Yields the product COC([C@@H](NC(NN1CCOCC1)=O)CC1=CC=CC=C1)=O (N-(morpholino-carbamoyl)-3-phenyl-L-alanine methyl ester). Isolated yield 20.0%. RXN SMILES: [C:1](Cl)(Cl)=[O:2].C1(C)C=CC=CC=1.[NH:12]1[CH2:17][CH2:16][O:15][CH2:14][CH2:13]1.CC[N:20](C(C)C)C(C)C.Cl.[CH3:28][O:29][C:30](=[O:40])[C@H:31]([CH2:33][C:34]1[CH:39]=[CH:38][CH:37]=[CH:36][CH:35]=1)[NH2:32]>C(Cl)Cl>[CH3:28][O:29][C:30](=[O:40])[C@H:31]([CH2:33][C:34]1[CH:39]=[CH:38][CH:37]=[CH:36][CH:35]=1)[NH:32][C:1](=[O:2])[NH:20][N:12]1[CH2:17][CH2:16][O:15][CH2:14][CH2:13]1 |f:4.5|. Procedure details: 3.6 ml of phosgene in toluene (20%. 6.95 mmol) were added dropwise while cooling with ice to 0.6 ml (6.95 mmol) of morpholine and 2.4 ml (13.9 mmol) of Hunig base in 20 ml of methylene chloride, and the solution was stirred at 0° for 3 hours. Thereafter, 1.5 g (6.95 mmol) of phenylalanine methyl ester hydrochloride were added and the reaction solution was stirred at 40° for 12 hours. Subsequently, the reaction solution was poured onto ice and extracted with methylene chloride. The organic phase ... Starting materials: CCO, COC(=O)COc1ccc(C(C)C)c(C)c1, Cl, [Na+], [OH-]. Yields the product Cc1cc(OCC(=O)O)ccc1C(C)C. As a reaction SMILES: [CH3:20][CH2:21][OH:22].[CH:1]([CH3:2])([CH3:3])[c:4]1[c:5]([CH3:16])[cH:6][c:7]([O:8][CH2:9][C:10](=[O:11])[O:12][CH3:13])[cH:14][cH:15]1.[ClH:19].[Na+:18].[OH-:17]>>[CH:1]([CH3:2])([CH3:3])[c:4]1[c:5]([CH3:16])[cH:6][c:7]([O:8][CH2:9][C:10](=[O:11])[OH:12])[cH:14][cH:15]1.